Dataset: the Open Reaction Database (ORD), a public repository of structured organic reaction records. Task: describe an organic reaction: reactants, conditions, products, and yield Starting materials: COC([C@H](C)OC1=C2C(=C(C(=NC2=C(C=C1)F)CC)CC1=C(C=C(C=C1)C(=O)N1CCCC1)Cl)OC(F)F)=O ((S)-2-{3-[2-chloro-4-(pyrrolidine-1-carbonyl)benzyl]-4-difluoromethoxy-2-ethyl-8-fluoroquinolin-5-yloxy}propionic acid methyl ester), O1CCCC1 (tetrahydrofuran), [OH-].[Li+] (lithium hydroxide). Run in O (water). Conditions: time 20 minute. Yields the product ClC1=C(CC=2C(=NC3=C(C=CC(=C3C2OC(F)F)O[C@H](C(=O)O)C)F)CC)C=CC(=C1)C(=O)N1CCCC1 ((S)-2-{3-[2-chloro-4-(pyrrolidine-1-carbonyl)benzyl]-4-difluoromethoxy-2-ethyl-8-fluoroquinolin-5-yloxy}propionic Acid). As a reaction SMILES: C[O:2][C:3](=[O:39])[C@@H:4]([O:6][C:7]1[CH:16]=[CH:15][C:14]([F:17])=[C:13]2[C:8]=1[C:9]([O:35][CH:36]([F:38])[F:37])=[C:10]([CH2:20][C:21]1[CH:26]=[CH:25][C:24]([C:27]([N:29]3[CH2:33][CH2:32][CH2:31][CH2:30]3)=[O:28])=[CH:23][C:22]=1[Cl:34])[C:11]([CH2:18][CH3:19])=[N:12]2)[CH3:5].O1CCCC1.[OH-].[Li+]>O>[Cl:34][C:22]1[CH:23]=[C:24]([C:27]([N:29]2[CH2:30][CH2:31][CH2:32][CH2:33]2)=[O:28])[CH:25]=[CH:26][C:21]=1[CH2:20][C:10]1[C:11]([CH2:18][CH3:19])=[N:12][C:13]2[C:8]([C:9]=1[O:35][CH:36]([F:38])[F:37])=[C:7]([O:6][C@@H:4]([CH3:5])[C:3]([OH:39])=[O:2])[CH:16]=[CH:15][C:14]=2[F:17] |f:2.3|. Reported procedure: A mixture of (S)-2-{3-[2-chloro-4-(pyrrolidine-1-carbonyl)benzyl]-4-difluoromethoxy-2-ethyl-8-fluoroquinolin-5-yloxy}propionic acid methyl ester (0.75 g), tetrahydrofuran (20 mL), water (20 mL) and lithium hydroxide (0.11 g) was stirred at room temperature for 20 minutes. The mixture was washed with ethyl acetate and the aqueous phase acidified by the addition of 1.0 M aqueous hydrochloric acid and then extracted with ethyl acetate. The combined extracts were dried over magnesium sulfate and the... The reactants are FC=1C=C(C=C(C1)F)C1=NC=C(C(=O)O)C=C1 (6-(3,5-difluoro-phenyl)-nicotinic acid), C=1C=CC2=C(C1)N=NN2O (HOBt), NC1CCN(CC1)C(=O)OCC (ethyl 4-aminopiperidine-1-carboxylate), N=C=N (carbodimide), C(C(CO)(CO)N)O (trisamine). The solvent is C(Cl)Cl (DCM). Yields the product FC=1C=C(C=C(C1)F)C1=CC=C(C=N1)C(=O)NC1CCN(CC1)C(=O)OCC (Ethyl 4-({[6-(3,5-difluorophenyl)pyridin-3-yl]carbonyl}amino)piperidine-1-carboxylate). Isolated yield 16.4%. As a reaction SMILES: [F:1][C:2]1[CH:3]=[C:4]([C:9]2[CH:17]=[CH:16][C:12]([C:13]([OH:15])=O)=[CH:11][N:10]=2)[CH:5]=[C:6]([F:8])[CH:7]=1.C1C=CC2N(O)N=NC=2C=1.[NH2:28][CH:29]1[CH2:34][CH2:33][N:32]([C:35]([O:37][CH2:38][CH3:39])=[O:36])[CH2:31][CH2:30]1.N=C=N.C(O)C(N)(CO)CO>C(Cl)Cl>[F:8][C:6]1[CH:5]=[C:4]([C:9]2[N:10]=[CH:11][C:12]([C:13]([NH:28][CH:29]3[CH2:30][CH2:31][N:32]([C:35]([O:37][CH2:38][CH3:39])=[O:36])[CH2:33][CH2:34]3)=[O:15])=[CH:16][CH:17]=2)[CH:3]=[C:2]([F:1])[CH:7]=1. Procedure details: 6-(3,5-difluoro-phenyl)-nicotinic acid (55 mg, 0.23 mmol), HOBt (40 mg, 0.29 mmol), ethyl 4-aminopiperidine-1-carboxylate (23 mg, 0.13 mmol), and PS-carbodimide (350 mg) in DCM (5 ml) was shaken 12 h. After shaking, PS-trisamine (3 mg) was added and the reaction shaken for 4 h, then filtered and washed with 15% MeOH/DCM. The organic was concentrated and purified by reversed phase automatic chromatography to provide 8.3 mg (9%) of the title compound. 1H NMR (400 MHz, DMSO-d6) □ ppm 9.08 (1H, d, J... The reactants are ClC(Cl)Cl, COc1ccc(-c2cc(=Nc3c(C)cc(C)cc3C)n(C)c(Cl)n2)cc1OC, NN, O. Product: COc1ccc(-c2cc(=Nc3c(C)cc(C)cc3C)n(C)c(NN)n2)cc1OC. Reaction SMILES: [CH:32]([Cl:33])([Cl:34])[Cl:35].[Cl:1][c:2]1[n:3][c:4](-[c:19]2[cH:20][c:21]([O:27][CH3:28])[c:22]([O:25][CH3:26])[cH:23][cH:24]2)[cH:5][c:6](=[N:9][c:10]2[c:11]([CH3:18])[cH:12][c:13]([CH3:17])[cH:14][c:15]2[CH3:16])[n:7]1[CH3:8].[NH2:30][NH2:31].[OH2:29]>>[c:2]1([NH:30][NH2:31])[n:3][c:4](-[c:19]2[cH:20][c:21]([O:27][CH3:28])[c:22]([O:25][CH3:26])[cH:23][cH:24]2)[cH:5][c:6](=[N:9][c:10]2[c:11]([CH3:18])[cH:12][c:13]([CH3:17])[cH:14][c:15]2[CH3:16])[n:7]1[CH3:8]. Reactants: CO (methanol), Methyl 4-(4-{4-{4-(toluenesulfonyl)amino]phenyl}(1,3-thiazol-2-yl))-5-methylthiothiophene-2-carboxylate, NC1=CC=C(C=C1)C=1N=C(SC1)C=1C=C(SC1C)C(=S)OC (Methyl 4-(4-(4-aminophenyl)(1,3-thiazol-2-yl))-5-methylthiothiophene-2-carboxylate), CN1CCOCC1 (N-methyl morpholine), C1(=CC=C(C=C1)S(=O)(=O)Cl)C (p-toluenesulfonyl chloride). The solvent is ClCCl (dichloromethane), ClCCl (dichloromethane). Conditions: time 5 day. Product: C=1(C(=CC=CC1)S(=O)(=O)NC1=CC=C(C=C1)C=1N=C(SC1)C=1C=C(SC1C)C(=S)OC)C (methyl 4-(4-{4-[(toluenesulfonyl)amino]phenyl}(1,3-thiazol-2-yl))-5-methylthiothiophene-2-carboxylate). The yield is 44.4%. As a reaction SMILES: [NH2:1][C:2]1[CH:7]=[CH:6][C:5]([C:8]2[N:9]=[C:10]([C:13]3[CH:14]=[C:15]([C:19]([O:21][CH3:22])=[S:20])[S:16][C:17]=3[CH3:18])[S:11][CH:12]=2)=[CH:4][CH:3]=1.CN1[CH2:29][CH2:28]OCC1.[C:30]1(C)[CH:35]=C[C:33]([S:36](Cl)(=[O:38])=[O:37])=[CH:32][CH:31]=1.CO>ClCCl>[C:28]1([CH3:29])[C:33]([S:36]([NH:1][C:2]2[CH:7]=[CH:6][C:5]([C:8]3[N:9]=[C:10]([C:13]4[CH:14]=[C:15]([C:19]([O:21][CH3:22])=[S:20])[S:16][C:17]=4[CH3:18])[S:11][CH:12]=3)=[CH:4][CH:3]=2)(=[O:38])=[O:37])=[CH:32][CH:31]=[CH:30][CH:35]=1. Procedure details: Methyl 4-(4-{4-{4-(toluenesulfonyl)amino]phenyl}(1,3-thiazol-2-yl))-5-methylthiothiophene-2-carboxylate: Methyl 4-(4-(4-aminophenyl)(1,3-thiazol-2-yl))-5-methylthiothiophene-2-carboxylate (33 mg, 0.09 mmol) was dissolved in dry dichloromethane (5 mL). To this, N-methyl morpholine (10 μL, 0.09 mmol) and p-toluenesulfonyl chloride (17 mg, 0.09 mmol) was added and the mixture was stirred at room temperature for 5 days. Workup was carried out as in Example 134, step (c). Trituration with dichloromet...